From a dataset of the Open Reaction Database (ORD), a public repository of structured organic reaction records. describe an organic reaction: reactants, conditions, products, and yield Reactants: COC(=O)c1ccc(OC)c2oc3ccnc(O)c3c12, [Na+], [Na+], O=C([O-])[O-], O, O=P(Cl)(Cl)Cl. Yields the product COC(=O)c1ccc(OC)c2oc3ccnc(Cl)c3c12. As a reaction SMILES: [CH3:1][O:2][C:3](=[O:4])[c:5]1[cH:6][cH:7][c:8]([O:19][CH3:20])[c:9]2[c:10]1[c:11]1[c:12]([OH:18])[n:13][cH:14][cH:15][c:16]1[o:17]2.[Na+:26].[Na+:27].[O-:28][C:29](=[O:30])[O-:31].[OH2:32].[P:21]([Cl:22])([Cl:23])([Cl:24])=[O:25]>>[CH3:1][O:2][C:3](=[O:4])[c:5]1[cH:6][cH:7][c:8]([O:19][CH3:20])[c:9]2[c:10]1[c:11]1[c:12]([Cl:23])[n:13][cH:14][cH:15][c:16]1[o:17]2. Reactants: [OH-].[Na+] (NaOH), N(C(=N)N)C=1SC=C(N1)CCCCCCN1C(C=2C(C1=O)=CC=CC2)=O (2-guanidino-4-(6-phthalimidohexyl)thiazole), [OH-].[Na+] (NaOH), Cl (HCl), Cl (HCl). Solvent: CO (methanol). Reaction conditions: time 16 hour. Product: Cl.Cl.N(C(=N)N)C=1SC=C(N1)CCCCCCN (2-guanidino-4-(6-aminohexyl)thiazole dihydrochloride). Reaction SMILES: [NH:1]([C:5]1[S:6][CH:7]=[C:8]([CH2:10][CH2:11][CH2:12][CH2:13][CH2:14][CH2:15][N:16]2C(=O)C3=CC=CC=C3C2=O)[N:9]=1)[C:2]([NH2:4])=[NH:3].[OH-].[Na+].[ClH:29]>CO>[ClH:29].[ClH:29].[NH:1]([C:5]1[S:6][CH:7]=[C:8]([CH2:10][CH2:11][CH2:12][CH2:13][CH2:14][CH2:15][NH2:16])[N:9]=1)[C:2]([NH2:4])=[NH:3] |f:1.2,5.6.7|. Procedure: A suspension of 2-guanidino-4-(6-phthalimidohexyl)thiazole (4.2 g.) in methanol (30 ml.) and 10% w/v aqueous NaOH (10 ml.) was heated under reflux for 15 minutes. The pH of the mixture was then adjusted to 1 with concentrated HCl and the mixture heated under reflux for 30 minutes. The pH of the mixture was then adjusted to 12 with 10% w/v aqueous NaOH and the mixture heated under reflux for 15 minutes. The pH of the mixture was then adjusted to pH 1 with concentrated HCl and the mixture was heat...